Task: describe an organic reaction: reactants, conditions, products, and yield. Dataset: the Open Reaction Database (ORD), a public repository of structured organic reaction records Reactants: ClC1=CC=CC2=C1C(N(CC=1N2C=NC1C(=O)N[C@H](C(=O)OC)CO)C)=O (methyl (S)-2-(7-chloro-5-methyl-6-oxo-5,6-dihydro-4H-imidazo[1,5-a][1,4]-benzodiazepin-3-ylcarbonylamino)-3-hydroxy-propionate), [OH-].COC(=O)NS(=O)(=O)[N+](CC)(CC)CC (methoxycarbonylsulphamoyl-triethylammonium hydroxide). Run in O1CCCC1 (tetrahydrofuran). Yields the product ClC1=CC=CC2=C1C(N(CC=1N2C=NC1C=1OC[C@H](N1)C(=O)OC)C)=O (methyl (S)-2-(7-chloro-5-methyl-6-oxo-5,6-dihydro-4H-imidazo[l,5-a][1,4]benzodiazepin-3-yl)-4,5-dihydrooxazole-4-carboxylate). Yield: 51.0%. As a reaction SMILES: [Cl:1][C:2]1[C:7]2[C:8](=[O:27])[N:9]([CH3:26])[CH2:10][C:11]3[N:12]([CH:13]=[N:14][C:15]=3[C:16]([NH:18][C@@H:19]([CH2:24]O)[C:20]([O:22][CH3:23])=[O:21])=[O:17])[C:6]=2[CH:5]=[CH:4][CH:3]=1.[OH-].COC(NS([N+](CC)(CC)CC)(=O)=O)=O>O1CCCC1>[Cl:1][C:2]1[C:7]2[C:8](=[O:27])[N:9]([CH3:26])[CH2:10][C:11]3[N:12]([CH:13]=[N:14][C:15]=3[C:16]3[O:17][CH2:24][C@@H:19]([C:20]([O:22][CH3:23])=[O:21])[N:18]=3)[C:6]=2[CH:5]=[CH:4][CH:3]=1 |f:1.2|. Procedure: A solution of 14.0 g (0.0356 mol) of methyl (S)-2-(7-chloro-5-methyl-6-oxo-5,6-dihydro-4H-imidazo[1,5-a][1,4]-benzodiazepin-3-ylcarbonylamino)-3-hydroxy-propionate in 250 ml of tetrahydrofuran was treated while gassing with argon with 9.3 g (0.0392 mol) of methoxycarbonylsulphamoyl-triethylammonium hydroxide internal salt (Burgess reagent) according to the method described in Tert. Letters 1992, 33, 907. The mixture was boiled at reflux for 3 1/2 hrs. and completely freed from the solvents. The ... The reactants are FC1=CC=C(CC(C#N)C#N)C=C1 ((4-fluorobenzyl)malononitrile), compound ( 59 ), [H-].[Na+] (sodium hydride), BrCCF (1-bromo-2-fluoroethane). The solvent is CN(C=O)C (N,N-dimethylformamide). The product is FC1=CC=C(CC(C#N)(C#N)CCF)C=C1 (2-(4-fluorobenzyl)-2-(2-fluoroethyl)malononitrile). Isolated yield 50.7%. As a reaction SMILES: [F:1][C:2]1[CH:13]=[CH:12][C:5]([CH2:6][CH:7]([C:10]#[N:11])[C:8]#[N:9])=[CH:4][CH:3]=1.[H-].[Na+].Br[CH2:17][CH2:18][F:19]>CN(C)C=O>[F:1][C:2]1[CH:3]=[CH:4][C:5]([CH2:6][C:7]([CH2:17][CH2:18][F:19])([C:8]#[N:9])[C:10]#[N:11])=[CH:12][CH:13]=1 |f:1.2|. Reported procedure: Using 0.37 g of (4-fluorobenzyl)malononitrile, 5 ml of N,N-dimethylformamide, 0.12 g of sodium hydride (60% in oil), and 0.25 g of 1-bromo-2-fluoroethane, and according to the process described in the Production Example 1, there was obtained 0.22 g of 2-(4-fluorobenzyl)-2-(2-fluoroethyl)malononitrile (the present compound (59)). Reactants: C(C)(C)(C)OC(=O)N[C@H](C(=O)O)C(C)(C)C ((S)-2-(tert-butoxycarbonylamino)-3,3-dimethylbutanoic acid), [OH-].[Na+] (NaOH). The solvent is C1CCOC1 (THF), O (H2O). Conditions: time 16 hour. The product is C(C)(C)(C)OC(=O)N[C@H](C(=O)N[C@H](C(=O)O)C)C(C)(C)C ((S)-2-((S)-2-tert-Butoxycarbonylamino-3,3-dimethyl-butyrylamino)-propionic acid). Yield: 191.4%. As a reaction SMILES: [C:1]([O:5][C:6]([NH:8][C@@H:9]([C:13]([CH3:16])([CH3:15])[CH3:14])[C:10]([OH:12])=O)=[O:7])([CH3:4])([CH3:3])[CH3:2].[OH-:17].[Na+]>C1COCC1.O>[C:1]([O:5][C:6]([NH:8][C@@H:9]([C:13]([CH3:16])([CH3:15])[CH3:14])[C:10]([NH:8][C@@H:9]([CH3:13])[C:10]([OH:12])=[O:17])=[O:12])=[O:7])([CH3:2])([CH3:3])[CH3:4] |f:1.2|. Procedure: To a solution of (S)-2-(tert-butoxycarbonylamino)-3,3-dimethylbutanoic acid (18) (6.5 g, 19.7 mmol) in THF (30 mL) was added NaOH (1.7 g, 43.8 mmol) in H2O (60 mL) and the reaction mixture stirred at ambient temperature for 16 h. THF was subsequently removed in vacuo and the aqueous phase washed with EtOAc (50 mL). The aqueous phase was then adjusted to pH ˜2 by addition of 1M HCl and extracted with EtOAc (3×50 mL). The organics were combined dried over MgSO4 and evaporated to give the desired c...